Dataset: the Open Reaction Database (ORD), a public repository of structured organic reaction records. Task: describe an organic reaction: reactants, conditions, products, and yield The reactants are C(C)OCC (ethyl ether), OC1=CC2=C3CCCCC3=CN=C2C=C1 (2-Hydroxy-7,8,9,10-tetrahydrophenanthridine), [N+](=O)([O-])C1=C(CBr)C=CC=C1 (2-nitrobenzyl bromide), C([O-])([O-])=O.[K+].[K+] (potassium carbonate). Reagents/catalysts: [I-].C(CCC)[N+](CCCC)(CCCC)CCCC (tetra-n-butylammonium iodide). Run in O (water), ClCCl (dichloromethane), CN(C)C=O (DMF). Reaction conditions: temperature 25 celsius, time 3 hour. Product: [N+](=O)([O-])C1=C(COC2=CC3=C4CCCCC4=CN=C3C=C2)C=CC=C1 (2-[(2-Nitrobenzyl)oxy]-7,8,9,10-tetrahydrophenanthridine). Isolated yield 94.2%. RXN SMILES: [OH:1][C:2]1[CH:15]=[CH:14][C:13]2[C:4](=[C:5]3[C:10](=[CH:11][N:12]=2)[CH2:9][CH2:8][CH2:7][CH2:6]3)[CH:3]=1.[N+:16]([C:19]1[CH:26]=[CH:25][CH:24]=[CH:23][C:20]=1[CH2:21]Br)([O-:18])=[O:17].C(=O)([O-])[O-].[K+].[K+].C(OCC)C>[I-].C([N+](CCCC)(CCCC)CCCC)CCC.CN(C=O)C.O.ClCCl>[N+:16]([C:19]1[CH:26]=[CH:25][CH:24]=[CH:23][C:20]=1[CH2:21][O:1][C:2]1[CH:15]=[CH:14][C:13]2[C:4](=[C:5]3[C:10](=[CH:11][N:12]=2)[CH2:9][CH2:8][CH2:7][CH2:6]3)[CH:3]=1)([O-:18])=[O:17] |f:2.3.4,6.7|. Procedure details: A mixture of Compound 275 (57.17 g, 287 mmol) , 2-nitrobenzyl bromide (68.19 g, 316 mmol), powdered potassium carbonate (142.0 g, 1.03 mol) and tetra-n-butylammonium iodide (3.18 g, 8.61 mmol) in dry DMF (400 mL) was stirred at 25° C. for 3 hours and then poured into a mixture of ethyl ether (200 mL), dichloromethane (1500 mL), and water (200 mL) with stirring. After allowing this mixture to settle, the aqueous layer was discarded. The organic layer was washed with water (3×1500 mL), dried (MgSO...